From a dataset of the Open Reaction Database (ORD), a public repository of structured organic reaction records. describe an organic reaction: reactants, conditions, products, and yield Reactants: CCOC(C)=O, CC(C)C(C)(N)C(N)=O, C1CCOC1, O=C1OC(=O)c2nc3ccccc3cc21. The product is CC(C)C(C)(NC(=O)c1nc2ccccc2cc1C(=O)O)C(N)=O. RXN SMILES: [CH3:25][CH2:26][O:27][C:28](=[O:29])[CH3:30].[NH2:16][C:17]([C:18](=[O:19])[NH2:20])([CH:21]([CH3:22])[CH3:23])[CH3:24].[O:31]1[CH2:32][CH2:33][CH2:34][CH2:35]1.[n:1]1[c:2]2[c:3]([cH:4][c:5]3[cH:6][cH:7][cH:8][cH:9][c:10]13)[C:11](=[O:12])[O:13][C:14]2=[O:15]>>[n:1]1[c:2]([C:14](=[O:15])[NH:16][C:17]([C:18](=[O:19])[NH2:20])([CH:21]([CH3:22])[CH3:23])[CH3:24])[c:3]([C:11](=[O:12])[OH:13])[cH:4][c:5]2[cH:6][cH:7][cH:8][cH:9][c:10]12. Starting materials: C1(=CC=CC=C1)CCCCCCN1C(C=2C(C1=O)=CC=CC2)=O (N-(6-phenylhexyl)phthalimide), O.NN (hydrazine monohydrate), O1C=C(C=C1)C=O (3-furaldehyde), [BH4-].[Na+] (sodium borohydride), [OH-].[Na+] (sodium hydroxide), [OH-].[Na+] (sodium hydroxide). Run in C(C)O (ethanol). Run at time 0.5 hour. Product: O1C=C(C=C1)CNCCCCCCC1=CC=CC=C1 (N-(3-furylmethyl)-6-phenylhexylamine). As a reaction SMILES: [C:1]1([CH2:7][CH2:8][CH2:9][CH2:10][CH2:11][CH2:12][N:13]2[C:17](=[O:18])[C:16]3=CC=C[CH:22]=[C:15]3[C:14]2=O)[CH:6]=[CH:5][CH:4]=[CH:3][CH:2]=1.O.NN.[OH-].[Na+].O1C=CC(C=O)=C1.[BH4-].[Na+]>C(O)C>[O:18]1[CH:17]=[CH:16][C:15]([CH2:14][NH:13][CH2:12][CH2:11][CH2:10][CH2:9][CH2:8][CH2:7][C:1]2[CH:6]=[CH:5][CH:4]=[CH:3][CH:2]=2)=[CH:22]1 |f:1.2,3.4,6.7|. Reported procedure: A solution of 9.138 g (29.73 mmol) of N-(6-phenylhexyl)phthalimide and 2.16 ml (44.6 mmol) of hydrazine monohydrate in 100 ml of ethanol was refluxed for 1 hour. After cooling to room temperature, the reaction mixture was poured into aqueous sodium hydroxide and extracted with dichloromethane 3 times. The combined organic layer was dried over anhydrous magnesium sulfate; the solvent was distilled off under reduced pressure. The resulting crude 6-phenylhexylamine was dissolved in 100 ml of methan... Yields the product NNc1nccc(-c2cccc(C(F)(F)F)c2)n1. Reactants: CS(=O)(=O)c1nccc(-c2cccc(C(F)(F)F)c2)n1, CCO, NN. RXN SMILES: [CH3:1][S:2](=[O:3])(=[O:4])[c:5]1[n:6][cH:7][cH:8][c:9](-[c:11]2[cH:12][c:13]([C:17]([F:18])([F:19])[F:20])[cH:14][cH:15][cH:16]2)[n:10]1.[CH3:23][CH2:24][OH:25].[NH2:21][NH2:22]>>[c:5]1([NH:21][NH2:22])[n:6][cH:7][cH:8][c:9](-[c:11]2[cH:12][c:13]([C:17]([F:18])([F:19])[F:20])[cH:14][cH:15][cH:16]2)[n:10]1.